Task: describe an organic reaction: reactants, conditions, products, and yield. Dataset: the Open Reaction Database (ORD), a public repository of structured organic reaction records Starting materials: FC1=C(CN2N=C3C(=CC=CC3=C2C=2C=C(C=CC2)C#CC=2C=C(C(=O)OCC)C=CC2)C(F)(F)F)C(=CC(=C1)F)F (ethyl 3-({3-[2-(2,4,6-trifluorobenzyl)-7-(trifluoromethyl)-2H-indazol-3-yl]phenyl}ethynyl)benzoate). Run in CO (methanol). Run at time 24 hour. The product is FC1=C(CN2N=C3C(=CC=CC3=C2C=2C=C(C=CC2)CCC=2C=C(C(=O)OCC)C=CC2)C(F)(F)F)C(=CC(=C1)F)F (ETHYL 3-(2-{3-[2-(2,4,6-TRIFLUOROBENZYL)-7-(TRIFLUOROMETHYL)-2H-INDAZOL-3-YL]PHENYL}ETHYL)BENZOATE). Isolated yield 100.1%. RXN SMILES: [F:1][C:2]1[CH:40]=[C:39]([F:41])[CH:38]=[C:37]([F:42])[C:3]=1[CH2:4][N:5]1[C:13]([C:14]2[CH:15]=[C:16]([C:20]#[C:21][C:22]3[CH:23]=[C:24]([CH:30]=[CH:31][CH:32]=3)[C:25]([O:27][CH2:28][CH3:29])=[O:26])[CH:17]=[CH:18][CH:19]=2)=[C:12]2[C:7]([C:8]([C:33]([F:36])([F:35])[F:34])=[CH:9][CH:10]=[CH:11]2)=[N:6]1>CO>[F:1][C:2]1[CH:40]=[C:39]([F:41])[CH:38]=[C:37]([F:42])[C:3]=1[CH2:4][N:5]1[C:13]([C:14]2[CH:15]=[C:16]([CH2:20][CH2:21][C:22]3[CH:23]=[C:24]([CH:30]=[CH:31][CH:32]=3)[C:25]([O:27][CH2:28][CH3:29])=[O:26])[CH:17]=[CH:18][CH:19]=2)=[C:12]2[C:7]([C:8]([C:33]([F:34])([F:35])[F:36])=[CH:9][CH:10]=[CH:11]2)=[N:6]1. Procedure: A mixture of ethyl 3-({3-[2-(2,4,6-trifluorobenzyl)-7-(trifluoromethyl)-2H-indazol-3-yl]phenyl}ethynyl)benzoate (0.035 g, 0.06 mmol) and palladium dimethylamine complex (3.5 mg) (ref. Sajiki et. al. JOC, 1998, 63, 7990) in 1 mL of methanol was hydrogenated at atmospheric pressure for 24 hours. The catalyst was filtered and washed with methanol. The combined filterates were evaporated to give 35 mg of product as an oil, which solidified on standing. Reactants: 3-isopropyl-2,1,3-benzothiaziadinone-4,2,2-dioxide, ClC1=C(C=CC=C1)S(=O)(=O)NC(=O)NC1=NC(=NC(=N1)OC)C (2-chloro-N-[(4-methoxy-6-methyl-1,3,5-triazine-2-yl)aminocarbonyl]benzenesulfonamide), ClC1=C(C(=O)C=2C(=NN(C2C2=C(C=CC(=C2)S(=O)(=O)[O-])C)C)C)C=CC(=C1)Cl (4-(2,4-dichlorobenzoyl)-1,3-dimethylpyrazol-5-yl-p-toluene sulfonate), [Na].C(C=C)ONC(CCC)=C1C(CC(C(C1=O)C(=O)OC)(C)C)=O (2-[1-(N-allyloxyamino)butylidene]-4-methoxycarbonyl-5,5-dimethylcylohexane-1,3-dione sodium salt), 2-[1-(ethoxyimino)butyl]-5-(2-ethylthiopropyl)-3-hydroxy-2-cyclohexan-1-one, CC(C)(C1=CC=CC=C1)NC(C(C(C)(C)C)Br)=O (N-(1-methyl-1-phenylethyl)-2-bromo-3,3-dimethylbutanamide), C1(=CC=CC2=CC=CC=C12)OC(C(=O)N(CC)CC)C (2-(α-naphthoxy)-N,N-diethylpropionamide), NC=1C(=C(C(=O)O)C=C(C1)Cl)Cl (3-amino-2,5-dichlorobenzoic acid), COC1=NC(=NC(=C1)OC)NC(=O)NS(=O)(=O)CC1=C(C(=O)OC)C=CC=C1 (methyl 2-[(4,6-dimethoxypyrimidin-2-yl)aminocarbonylaminosulfonylmethyl]benzoate). The product is C(C)(C)(C)C1=NN(C(O1)=O)C1=C(C=C(C(=C1)OC(C)C)Cl)Cl (5-t-butyl-3-(2,4-dichloro-5-isopropoxyphenyl)-1,3,4-oxadiazolin-2-one). RXN SMILES: C1([O:11][CH:12]([CH3:20])[C:13](N(CC)CC)=O)C2C(=CC=CC=2)C=CC=1.NC1C(Cl)=C(C=C([Cl:31])C=1)C(O)=O.ClC1C=C(Cl)C=CC=1C(C1C(C)=[N:40][N:41](C)C=1C1C=C(S([O-])(=O)=O)C=CC=1C)=O.[Cl:61][C:62]1[CH:67]=[CH:66][CH:65]=[CH:64][C:63]=1S(NC(NC1N=C(OC)N=C(C)N=1)=O)(=O)=O.COC1C=C(OC)N=C(NC(NS(CC2C=CC=CC=2[C:104]([O:106]C)=[O:105])(=O)=O)=O)N=1.CC(NC(=O)[CH:123](Br)[C:124]([CH3:127])([CH3:126])[CH3:125])(C1C=CC=CC=1)C.[Na].C(ONC(=C1C(=O)C(C(OC)=O)C(C)(C)CC1=O)CCC)C=C>>[C:124]([C:123]1[O:106][C:104](=[O:105])[N:41]([C:63]2[CH:64]=[C:65]([O:11][CH:12]([CH3:13])[CH3:20])[C:66]([Cl:31])=[CH:67][C:62]=2[Cl:61])[N:40]=1)([CH3:125])([CH3:126])[CH3:127] |f:6.7,^1:129|. Procedure: 3-isopropyl-2,1,3-benzothiaziadinone-4,2,2-dioxide; 2-(α-naphthoxy)-N,N-diethylpropionamide; 3-amino-2,5-dichlorobenzoic acid; 4-(2,4-dichlorobenzoyl)-1,3-dimethylpyrazol-5-yl-p-toluene sulfonate; 2-chloro-N-[(4-methoxy-6-methyl-1,3,5-triazine-2-yl)aminocarbonyl]benzenesulfonamide; methyl 2-[(4,6-dimethoxypyrimidin-2-yl)aminocarbonylaminosulfonylmethyl]benzoate; N-(1-methyl-1-phenylethyl)-2-bromo-3,3-dimethylbutanamide; 2-[1-(N-allyloxyamino)butylidene]-4-methoxycarbonyl-5,5-dimethylcylohexane-1...